From a dataset of the Open Reaction Database (ORD), a public repository of structured organic reaction records. describe an organic reaction: reactants, conditions, products, and yield Reactants: [Li]CCCC, CCCCCCC, CCc1nn2ccccc2c1N(CC1CCOCC1)CC1CC1, Fc1c(F)c(F)c(I)c(F)c1F, C1CCOC1, C1CCOC1, O, O. Yields the product CCc1nn2c(I)cccc2c1N(CC1CCOCC1)CC1CC1. Reaction SMILES: [CH2:24]([Li:25])[CH2:26][CH2:27][CH3:28].[CH3:52][CH2:53][CH2:54][CH2:55][CH2:56][CH2:57][CH3:58].[CH:1]1([CH2:4][N:5]([CH2:6][CH:7]2[CH2:8][CH2:9][O:10][CH2:11][CH2:12]2)[c:13]2[c:14]([CH2:22][CH3:23])[n:15][n:16]3[c:17]2[cH:18][cH:19][cH:20][cH:21]3)[CH2:2][CH2:3]1.[F:29][c:30]1[c:31]([I:36])[c:32]([F:33])[c:34]([F:35])[c:37]([F:38])[c:39]1[F:40].[O:41]1[CH2:42][CH2:43][CH2:44][CH2:45]1.[O:47]1[CH2:48][CH2:49][CH2:50][CH2:51]1.[OH2:46].[OH2:59]>>[CH:1]1([CH2:4][N:5]([CH2:6][CH:7]2[CH2:8][CH2:9][O:10][CH2:11][CH2:12]2)[c:13]2[c:14]([CH2:22][CH3:23])[n:15][n:16]3[c:17]2[cH:18][cH:19][cH:20][c:21]3[I:36])[CH2:2][CH2:3]1. The reactants are C1(=CC=CC=C1)C1=C(SC=C1)C1(C2=CC=CC=C2C=2C=CC=CC12)O (9-(3-phenylthien-2-yl)-9H-fluoren-9-ol), COC([C@@H](NC(=O)OCC1C2=CC=CC=C2C=2C=CC=CC12)[C@H](O)C)=O (Nα -(9-fluorenylmethoxycarbonyl)-L-threonine methyl ester), OS(=O)(=O)O (H2SO4). The reagents and catalysts are FC(C(=O)O)(F)F (trifluoroacetic acid). Yields the product C1(=CC=CC=C1)C1=C(SC=C1)C1(C2=CC=CC=C2C=2C=CC=CC12)O[C@@H]([C@H](N)C(=O)O)C (O-[9-(3-Phenylthien-2-yl)-9H-fluoren-9-yl]-L-threonine). Reaction SMILES: [C:1]1([C:7]2[CH:11]=[CH:10][S:9][C:8]=2[C:12]2([OH:25])[C:24]3[CH:23]=[CH:22][CH:21]=[CH:20][C:19]=3[C:18]3[C:13]2=[CH:14][CH:15]=[CH:16][CH:17]=3)[CH:6]=[CH:5][CH:4]=[CH:3][CH:2]=1.C[O:27][C:28](=[O:51])[C@H:29]([C@@H:48]([CH3:50])O)[NH:30]C(OCC1C2C=CC=CC=2C2C1=CC=CC=2)=O.OS(O)(=O)=O>FC(F)(F)C(O)=O>[C:1]1([C:7]2[CH:11]=[CH:10][S:9][C:8]=2[C:12]2([O:25][C@H:48]([CH3:50])[C@@H:29]([C:28]([OH:51])=[O:27])[NH2:30])[C:24]3[CH:23]=[CH:22][CH:21]=[CH:20][C:19]=3[C:18]3[C:13]2=[CH:14][CH:15]=[CH:16][CH:17]=3)[CH:2]=[CH:3][CH:4]=[CH:5][CH:6]=1. Procedure details: from 9-(3-phenylthien-2-yl)-9H-fluoren-9-ol and Nα -(9-fluorenylmethoxycarbonyl)-L-threonine methyl ester following method A, using trifluoroacetic acid as catalyst in place of H2SO4 ; Starting materials: Cc1cc(Br)cc(C)c1N, O=C([O-])O, CCOC(C)=O, O=C(Cl)c1ccc(F)c([N+](=O)[O-])c1, [Na+], C1CCOC1, c1ccncc1. The product is Cc1cc(Br)cc(C)c1NC(=O)c1ccc(F)c([N+](=O)[O-])c1. Reaction SMILES: [Br:1][c:2]1[cH:3][c:4]([CH3:10])[c:5]([NH2:6])[c:7]([CH3:9])[cH:8]1.[C:41](=[O:42])([O-:43])[OH:44].[CH3:35][CH2:36][O:37][C:38](=[O:39])[CH3:40].[F:17][c:18]1[c:19]([N+:27](=[O:28])[O-:29])[cH:20][c:21]([C:22](=[O:23])[Cl:24])[cH:25][cH:26]1.[Na+:45].[O:30]1[CH2:31][CH2:32][CH2:33][CH2:34]1.[cH:11]1[cH:12][cH:13][n:14][cH:15][cH:16]1>>[Br:1][c:2]1[cH:3][c:4]([CH3:10])[c:5]([NH:6][C:22]([c:21]2[cH:20][c:19]([N+:27](=[O:28])[O-:29])[c:18]([F:17])[cH:26][cH:25]2)=[O:23])[c:7]([CH3:9])[cH:8]1. The reactants are CC(=NO)C(C)(C)NOCCNC(C)(C)C(CCN1C(=O)c2ccccc2C1=O)=NO, ClCCl, NN. Yields the product CC(=NO)C(C)(C)NOCCNC(C)(C)C(CCN)=NO. As a reaction SMILES: [C:1]1(=[O:2])[N:5]([CH2:6][CH2:7][C:8]([C:9]([NH:10][CH2:11][CH2:12][O:13][NH:14][C:15]([C:16]([CH3:17])=[N:18][OH:19])([CH3:20])[CH3:21])([CH3:22])[CH3:23])=[N:24][OH:25])[C:3](=[O:4])[c:26]2[cH:27][cH:28][cH:29][cH:30][c:31]21.[CH2:34]([Cl:35])[Cl:36].[NH2:32][NH2:33]>>[NH2:5][CH2:6][CH2:7][C:8]([C:9]([NH:10][CH2:11][CH2:12][O:13][NH:14][C:15]([C:16]([CH3:17])=[N:18][OH:19])([CH3:20])[CH3:21])([CH3:22])[CH3:23])=[N:24][OH:25]. The reactants are Fc1cc(CBr)ccc1Br, N#Cc1ccc(Nc2cncnc2)cc1. Yields the product N#Cc1ccc(N(Cc2ccc(Br)c(F)c2)c2cncnc2)cc1. Reaction SMILES: [Br:16][c:17]1[c:18]([F:25])[cH:19][c:20]([CH2:21][Br:22])[cH:23][cH:24]1.[C:1](#[N:2])[c:3]1[cH:4][cH:5][c:6]([NH:9][c:10]2[cH:11][n:12][cH:13][n:14][cH:15]2)[cH:7][cH:8]1>>[C:1](#[N:2])[c:3]1[cH:4][cH:5][c:6]([N:9]([c:10]2[cH:11][n:12][cH:13][n:14][cH:15]2)[CH2:21][c:20]2[cH:19][c:18]([F:25])[c:17]([Br:16])[cH:24][cH:23]2)[cH:7][cH:8]1. Reactants: [Cl-].COC[P+](C1=CC=CC=C1)(C1=CC=CC=C1)C1=CC=CC=C1 ((methoxymethyl)triphenylphosphonium chloride), C(=C\CCC)/[C@@H]1CC[C@H](CC1)C=O (trans-4-(1E-pentenyl)cyclohexanecarboxaldehyde), potassium tert.-butylate. The solvent is C(C)OCC (diethyl ether), C(C)OCC (diethyl ether). Reaction conditions: temperature 0 celsius, time 15 minute. Yields the product COC=C[C@@H]1CC[C@H](CC1)\C=C\CCC (trans-1-(2-methoxy-vinyl)-4-(1E-pentenyl)cyclohexane). RXN SMILES: [Cl-].[CH3:2][O:3][CH2:4][P+](C1C=CC=CC=1)(C1C=CC=CC=1)C1C=CC=CC=1.[CH:24](/[C@H:29]1[CH2:34][CH2:33][C@H:32]([CH:35]=O)[CH2:31][CH2:30]1)=[CH:25]\[CH2:26][CH2:27][CH3:28]>C(OCC)C>[CH3:2][O:3][CH:4]=[CH:35][C@H:32]1[CH2:31][CH2:30][C@H:29](/[CH:24]=[CH:25]/[CH2:26][CH2:27][CH3:28])[CH2:34][CH2:33]1 |f:0.1|. Procedure details: A suspension of 21 g of anhydrous (methoxymethyl)triphenylphosphonium chloride in 100 ml of abs. diethyl ether is treated with 6.86 g of potassium tert.-butylate at 0° C. in a nitrogen atmosphere. The red suspension is stirred at 0° C. for 15 minutes and then treated dropwise at 5°-10° C. with a solution of 7.9 g of trans-4-(1E-pentenyl)cyclohexanecarboxaldehyde in 30 ml of diethyl ether. The mixture is stirred at room temperature for 4 hours, washed with 40 ml of ice-cold saturated sodium hydro... The reactants are C(=O)(C(=O)O)CN1N=NN=C1S (1-oxalomethyl-1H-tetrazole-5-thiol), Cl.CON (methoxyamine hydrochloride), C([O-])(O)=O.[Na+] (sodium bicarbonate). Run in O (water). Reaction conditions: time 2 hour. Product: C(=O)(O)C(CN1N=NN=C1S)=NOC (1-(2-carboxy-2-methoxyiminoethyl)-1H-tetrazole-5-thiol). Isolated yield 85.9%. Reaction SMILES: [C:1]([CH2:6][N:7]1[C:11]([SH:12])=[N:10][N:9]=[N:8]1)([C:3]([OH:5])=[O:4])=O.Cl.[CH3:14][O:15][NH2:16].C(=O)(O)[O-].[Na+]>O>[C:3]([C:1](=[N:16][O:15][CH3:14])[CH2:6][N:7]1[C:11]([SH:12])=[N:10][N:9]=[N:8]1)([OH:5])=[O:4] |f:1.2,3.4|. Procedure details: A solution of 1-oxalomethyl-1H-tetrazole-5-thiol (1.09 g) and methoxyamine hydrochloride (0.47 g) in water (15 ml) was adjusted to pH 6.5 with sodium bicarbonate and stirred at room temperature for 2 hours. After washing with ethyl acetate, the aqueous solution was adjusted to pH 1.8 with 10% hydrochloric acid, extracted with ethyl acetate, dried over magnesium sulfate and evaporated to give 1-(2-carboxy-2-methoxyiminoethyl)-1H-tetrazole-5-thiol (1.05 g), mp 84° to 86° C.